Dataset: the Open Reaction Database (ORD), a public repository of structured organic reaction records. Task: describe an organic reaction: reactants, conditions, products, and yield Starting materials: CCOCC, Cc1cc2cccc(C(C)C)c2[nH]1, [H-], CI, [Na+], CN(C)C=O. The product is Cc1cc2cccc(C(C)C)c2n1C. Reaction SMILES: [CH3:23][CH2:24][O:25][CH2:26][CH3:27].[CH:1]([CH3:2])([CH3:3])[c:4]1[cH:5][cH:6][cH:7][c:8]2[cH:9][c:10]([CH3:13])[nH:11][c:12]12.[H-:20].[I:21][CH3:22].[Na+:19].[O:14]=[CH:15][N:16]([CH3:17])[CH3:18]>>[CH:1]([CH3:2])([CH3:3])[c:4]1[cH:5][cH:6][cH:7][c:8]2[cH:9][c:10]([CH3:13])[n:11]([CH3:15])[c:12]12. Starting materials: C1CCOC1, COC(=O)c1ccc2c(C3CCCCC3)c3n(c2c1)CC(N(C)C(=O)CCN)COc1ccccc1-3. Yields the product COC(=O)c1ccc2c(C3CCCCC3)c3n(c2c1)CC(N(C)CCCN)COc1ccccc1-3. As a reaction SMILES: [CH2:37]1[O:38][CH2:39][CH2:40][CH2:41]1.[CH3:1][O:2][C:3](=[O:4])[c:5]1[cH:6][cH:7][c:8]2[c:9]([CH:31]3[CH2:32][CH2:33][CH2:34][CH2:35][CH2:36]3)[c:10]3[n:11]([c:29]2[cH:30]1)[CH2:12][CH:13]([N:22]([CH3:23])[C:24]([CH2:25][CH2:26][NH2:27])=[O:28])[CH2:14][O:15][c:16]1[c:17]-3[cH:18][cH:19][cH:20][cH:21]1>>[CH3:1][O:2][C:3](=[O:4])[c:5]1[cH:6][cH:7][c:8]2[c:9]([CH:31]3[CH2:32][CH2:33][CH2:34][CH2:35][CH2:36]3)[c:10]3[n:11]([c:29]2[cH:30]1)[CH2:12][CH:13]([N:22]([CH3:23])[CH2:24][CH2:25][CH2:26][NH2:27])[CH2:14][O:15][c:16]1[c:17]-3[cH:18][cH:19][cH:20][cH:21]1. Starting materials: [OH-].[Na+] (NaOH), C1=C(C=CC2=CC=CC=C12)S(=O)(=O)NC1CN(C1)C1=NC=C(C=N1)C(=O)OCC (ethyl 2-{3-[(2-naphthylsulfonyl)amino]azetidin-1-yl}pyrimidine-5-carboxylate), C(=O)(O)[O-].[Na+] (NaHCO3), Cl (HCl). Run in C1CCOC1 (THF), CO (MeOH). Conditions: time 8 hour. The yield is 93.8%. Yields the product C1=C(C=CC2=CC=CC=C12)S(=O)(=O)NC1CN(C1)C1=NC=C(C=N1)C(=O)O (2-{3-[(2-Naphthylsulfonyl)amino]azetidin-1-yl}pyrimidine-5-carboxylic acid). Procedure details: 1M NaOH (10 ml) was added to a solution of ethyl 2-{3-[(2-naphthylsulfonyl)amino]azetidin-1-yl}pyrimidine-5-carboxylate (347 mg, 0.84 mmol) in THF (10 ml) and MeOH (2 ml) and the reaction stirred at r.t. overnight. The reaction mixture was acidified to pH˜2 (2M HCl) before adjusting to pH˜7 with sat. NaHCO3 giving a white precipitate. The reaction was cooled to 0° C. and the precipitate isolated by filtration affording the title compound as a white solid (303 mg, 94%). LCMS purity 97%, m/z 385 [... RXN SMILES: [OH-].[Na+].[CH:3]1[C:12]2[C:7](=[CH:8][CH:9]=[CH:10][CH:11]=2)[CH:6]=[CH:5][C:4]=1[S:13]([NH:16][CH:17]1[CH2:20][N:19]([C:21]2[N:26]=[CH:25][C:24]([C:27]([O:29]CC)=[O:28])=[CH:23][N:22]=2)[CH2:18]1)(=[O:15])=[O:14].Cl.C([O-])(O)=O.[Na+]>C1COCC1.CO>[CH:3]1[C:12]2[C:7](=[CH:8][CH:9]=[CH:10][CH:11]=2)[CH:6]=[CH:5][C:4]=1[S:13]([NH:16][CH:17]1[CH2:20][N:19]([C:21]2[N:26]=[CH:25][C:24]([C:27]([OH:29])=[O:28])=[CH:23][N:22]=2)[CH2:18]1)(=[O:15])=[O:14] |f:0.1,4.5|. Starting materials: C(C(C)C)N([C@@H](CCCCN)C(=O)O)S(=O)(=O)C1=CC=C(C=C1)[N+](=O)[O-] (Nα-isobutyl-Nα-(4-nitrobenzenesulfonyl)-L-lysine), C1OC=2C=C(C=CC(=O)O)C=CC2O1 (3,4-methylenedioxycinnamic acid). Product: C(C(C)C)N([C@@H](CCCCNC(C=CC1=CC2=C(C=C1)OCO2)=O)C(=O)O)S(=O)(=O)C2=CC=C(C=C2)[N+](=O)[O-] (Nα-Isobutyl-Nα-(4-nitrobenzenesulfonyl)-Nε-(3,4-methylenedioxycinnamoyl)-L-lysine). The yield is 76.0%. Reaction SMILES: [CH2:1]([N:5]([S:15]([C:18]1[CH:23]=[CH:22][C:21]([N+:24]([O-:26])=[O:25])=[CH:20][CH:19]=1)(=[O:17])=[O:16])[C@H:6]([C:12]([OH:14])=[O:13])[CH2:7][CH2:8][CH2:9][CH2:10][NH2:11])[CH:2]([CH3:4])[CH3:3].[CH2:27]1[O:40][C:39]2[CH:38]=[CH:37][C:31]([CH:32]=[CH:33][C:34](O)=[O:35])=[CH:30][C:29]=2[O:28]1>>[CH2:1]([N:5]([S:15]([C:18]1[CH:23]=[CH:22][C:21]([N+:24]([O-:26])=[O:25])=[CH:20][CH:19]=1)(=[O:17])=[O:16])[C@H:6]([C:12]([OH:14])=[O:13])[CH2:7][CH2:8][CH2:9][CH2:10][NH:11][C:34](=[O:35])[CH:33]=[CH:32][C:31]1[CH:37]=[CH:38][C:39]2[O:40][CH2:27][O:28][C:29]=2[CH:30]=1)[CH:2]([CH3:4])[CH3:3]. Reported procedure: Nα-isobutyl-Nα-(4-nitrobenzenesulfonyl)-L-lysine was reacted with 3,4-methylenedioxycinnamic acid under the conditions described in example 86 to yield 76% of the desired product. Yields the product C(C1=CC=CC=C1)OC(=O)N1[C@H](CNCC1)C ((S)-2-Methyl-piperazine-1-carboxylic acid benzyl ester). Reported procedure: A solution of 4.3 g (S)-2-Methyl-piperazine-1,4-dicarboxylic acid 1-benzyl ester 4-tert-butyl ester in 20 ml dichloromethane was stirred in the presence of 10 ml TFA for 16 h. The solution was concentrated and the residue codistilled twice with toluene to give the crude hydrotrifluoroacetate. Yield: 6.4 g. RXN SMILES: C(OC([N:8]1[CH2:13][CH2:12][N:11]([C:14]([O:16][CH2:17][C:18]2[CH:23]=[CH:22][CH:21]=[CH:20][CH:19]=2)=[O:15])[C@@H:10]([CH3:24])[CH2:9]1)=O)(C)(C)C.C(O)(C(F)(F)F)=O>ClCCl>[CH2:17]([O:16][C:14]([N:11]1[CH2:12][CH2:13][NH:8][CH2:9][C@@H:10]1[CH3:24])=[O:15])[C:18]1[CH:19]=[CH:20][CH:21]=[CH:22][CH:23]=1. Run in ClCCl (dichloromethane). Reactants: C(C)(C)(C)OC(=O)N1C[C@@H](N(CC1)C(=O)OCC1=CC=CC=C1)C ((S)-2-Methyl-piperazine-1,4-dicarboxylic acid 1-benzyl ester 4-tert-butyl ester), C(=O)(C(F)(F)F)O (TFA). Starting materials: Cl (HCl), O1C=C(C=C1)C#CCO (3-(3-furyl)-2-propynyl alcohol), TEA, C(C)(=O)OC(C)=O (acetic anhydride). Reagents/catalysts: CN(C)C=1C=CN=CC1 (DMAP). Run in C(Cl)Cl (methylene chloride). Conditions: time 1 hour. The product is C(C)(=O)OCC#CC1=COC=C1 (3-(3-acetyloxy-1-propynyl)furan). Yield: 74.3%. RXN SMILES: [O:1]1[CH:5]=[CH:4][C:3]([C:6]#[C:7][CH2:8][OH:9])=[CH:2]1.[C:10](OC(=O)C)(=[O:12])[CH3:11].Cl>CN(C1C=CN=CC=1)C.C(Cl)Cl>[C:10]([O:9][CH2:8][C:7]#[C:6][C:3]1[CH:4]=[CH:5][O:1][CH:2]=1)(=[O:12])[CH3:11]. Reported procedure: A mixture of 3-(3-furyl)-2-propynyl alcohol (1.45 g, 0.0118 mol), DMAP (1 mg), TEA (2.46 ml, 0.017 mol), and acetic anhydride (1.6 ml, 0.017 mol) in 25 ml of methylene chloride was stirred for 1 hour and the mixture was poured into cold 1N HCl solution. The mixture was extracted with ether (3×50 ml), the organic layer was dried over sodium sulfate and concentrated in vacuo. The residue was purified by silica column chromatography (hexane/ether, 2:1) to afford 1.44 g (57.5%) of 3-(3-acetyloxy-1-p...